Dataset: the Open Reaction Database (ORD), a public repository of structured organic reaction records. Task: describe an organic reaction: reactants, conditions, products, and yield Starting materials: CNC, CO, Clc1nc(-c2ccc3c(c2)OCO3)c2cc3c(cc2n1)OCO3. Product: CN(C)c1nc(-c2ccc3c(c2)OCO3)c2cc3c(cc2n1)OCO3. Reaction SMILES: [CH3:24][NH:25][CH3:26].[CH3:27][OH:28].[Cl:1][c:2]1[n:3][c:4]2[cH:5][c:6]3[c:7]([cH:8][c:9]2[c:10](-[c:12]2[cH:13][c:14]4[c:15]([cH:16][cH:17]2)[O:18][CH2:19][O:20]4)[n:11]1)[O:21][CH2:22][O:23]3>>[c:2]1([N:25]([CH3:24])[CH3:26])[n:3][c:4]2[cH:5][c:6]3[c:7]([cH:8][c:9]2[c:10](-[c:12]2[cH:13][c:14]4[c:15]([cH:16][cH:17]2)[O:18][CH2:19][O:20]4)[n:11]1)[O:21][CH2:22][O:23]3. The reactants are C(C=C)CC12C3C(C(C=C1)C2)C(=O)OC3=O (allylmethylbicyclo[2.2.1]hept-5-ene-2,3-dicarboxylic anhydride), C(C=C)N (allylamine). Yields the product C(C=C)N=C(O)C1C2(C=CC(C1C(=O)O)C2)CCC=C (Allylmethylbicyclo[2.2.1]hept-5-ene-2,3-dicarboxylic acid N-allylimide). As a reaction SMILES: [CH2:1]([CH2:4][C:5]12[CH2:11][CH:8]([CH:9]=[CH:10]1)[CH:7]1[C:12]([O:14][C:15](=[O:16])[CH:6]21)=[O:13])[CH:2]=[CH2:3].[CH2:17]([NH2:20])[CH:18]=[CH2:19]>>[CH2:17]([N:20]=[C:15]([CH:6]1[CH:7]([C:12]([OH:14])=[O:13])[CH:8]2[CH2:11][C:5]1([CH2:4][CH2:1][CH:2]=[CH2:3])[CH:10]=[CH:9]2)[OH:16])[CH:18]=[CH2:19]. Procedure details: A mixture of 30 g of allylmethylbicyclo[2.2.1]hept-5-ene-2,3-dicarboxylic anhydride and 9.41 g of allylamine is heated at reflux temperature for 2 hours, water is distilled off and the product is rectified at 119°-127° C. and 2.66 Pa. This gives 30.24 g (85.5% of theory) of a pale yellow oil having the following characteristic data: n20 =1.5202, η25 =0.135 Pa.s. As a reaction SMILES: [C:1]([OH:18])(=[O:17])[CH2:2][CH2:3][CH2:4][CH2:5][CH2:6][CH2:7][CH2:8][CH2:9][CH2:10][CH2:11][CH2:12][CH2:13][CH2:14][CH2:15][CH3:16].O[CH:20]([CH2:29][CH2:30][CH2:31][CH2:32][CH3:33])[CH2:21][C:22]([O:24][C:25]([CH3:28])([CH3:27])[CH3:26])=[O:23]>>[C:1]([O:18][CH:20]([CH2:29][CH2:30][CH2:31][CH2:32][CH3:33])[CH2:21][C:22]([O:24][C:25]([CH3:26])([CH3:27])[CH3:28])=[O:23])(=[O:17])[CH2:2][CH2:3][CH2:4][CH2:5][CH2:6][CH2:7][CH2:8][CH2:9][CH2:10][CH2:11][CH2:12][CH2:13][CH2:14][CH2:15][CH3:16]. Starting materials: C(CCCCCCCCCCCCCCC)(=O)O (Hexadecanoic acid), OC(CC(=O)OC(C)(C)C)CCCCC (tert-butyl 3-hydroxyoctanoate). Procedure: Hexadecanoic acid (1.92 g) and tert-butyl 3-hydroxyoctanoate (324 mg) was reacted to afford an oil of tert-butyl 3-hexadecanoyloxyoctanoate (620 mg) in the similar method to that of Preparation 1-(2). Product: C(CCCCCCCCCCCCCCC)(=O)OC(CC(=O)OC(C)(C)C)CCCCC (tert-butyl 3-hexadecanoyloxyoctanoate). Yield: 91.0%. Starting materials: O=C([O-])[O-], CCOC(=O)Cc1ccc(O)c(Oc2ccc(C(F)(F)F)cc2CN2C(=O)OC(c3ccccc3)C2C)c1, CC#N, [Cs+], [Cs+], CCI. Product: CCOC(=O)Cc1ccc(OCC)c(Oc2ccc(C(F)(F)F)cc2CN2C(=O)OC(c3ccccc3)C2C)c1. RXN SMILES: [C:39](=[O:40])([O-:41])[O-:42].[CH2:1]([CH3:2])[O:3][C:4]([CH2:5][c:6]1[cH:7][c:8]([O:13][c:14]2[c:15]([CH2:24][N:25]3[C:26](=[O:37])[O:27][CH:28]([c:31]4[cH:32][cH:33][cH:34][cH:35][cH:36]4)[CH:29]3[CH3:30])[cH:16][c:17]([C:20]([F:21])([F:22])[F:23])[cH:18][cH:19]2)[c:9]([OH:12])[cH:10][cH:11]1)=[O:38].[CH3:48][C:49]#[N:50].[Cs+:43].[Cs+:44].[I:45][CH2:46][CH3:47]>>[CH2:1]([CH3:2])[O:3][C:4]([CH2:5][c:6]1[cH:7][c:8]([O:13][c:14]2[c:15]([CH2:24][N:25]3[C:26](=[O:37])[O:27][CH:28]([c:31]4[cH:32][cH:33][cH:34][cH:35][cH:36]4)[CH:29]3[CH3:30])[cH:16][c:17]([C:20]([F:21])([F:22])[F:23])[cH:18][cH:19]2)[c:9]([O:12][CH2:46][CH3:47])[cH:10][cH:11]1)=[O:38]. The reactants are C([O-])(O)=O.[Na+] (Sodium bicarbonate), CC(=O)C.CCCCCC (acetone hexane), ClC=1C=C(C=C(C1)Cl)C=1NC(=CN1)C(F)(F)F (2-(3,5-dichlorophenyl)-5-trifluoromethylimidazole), BrBr (bromine), BrBr (bromine). Reagents/catalysts: O (water). The solvent is O (Water), C(Cl)(Cl)Cl (chloroform). Yields the product BrC=1N=C(NC1C(F)(F)F)C1=CC(=CC(=C1)Cl)Cl (4-Bromo-2-(3,5-dichlorophenyl)-5-trifluoromethylimidazole). RXN SMILES: C(=O)(O)[O-].[Na+].[Cl:6][C:7]1[CH:8]=[C:9]([C:14]2[NH:15][C:16]([C:19]([F:22])([F:21])[F:20])=[CH:17][N:18]=2)[CH:10]=[C:11]([Cl:13])[CH:12]=1.[Br:23]Br.CC(C)=O.CCCCCC>O.C(Cl)(Cl)Cl>[Br:23][C:17]1[N:18]=[C:14]([C:9]2[CH:10]=[C:11]([Cl:13])[CH:12]=[C:7]([Cl:6])[CH:8]=2)[NH:15][C:16]=1[C:19]([F:20])([F:22])[F:21] |f:0.1,4.5|. Procedure: Sodium bicarbonate is made into a paste by adding a few drops of water to 1.5 g (9.4 mol). The 2-(3,5-dichlorophenyl)-5-trifluoromethylimidazole is dissolved in 100 ml chloroform and added to the flask containing the paste. 1.5 g of bromine is added and stirred. TLC on alumina using 50:50 acetone-hexane clearly differentiates starting material from product. Additional bromine is added until starting material is no longer present (0.1 g). Water is added and the organic phase removed. The layer is... Reactants: COC(=O)C1=CC=C(C2=C1C=1C(=NC=CC1O2)O)OC2CCCC2 (Methyl-1-hydroxy-6-cyclopentyloxybenzo[4,5]furo[3,2-c]pyridine-9-carboxylate), P(=O)(Cl)(Cl)Cl (phosphorous oxychloride). Procedure: A solution of Methyl-1-hydroxy-6-cyclopentyloxybenzo[4,5]furo[3,2-c]pyridine-9-carboxylate (16.0 g) and phosphorous oxychloride (320 mL) was refluxed for 15-16 hours. Phosphorous oxychloride (300 mL) was removed under vacuo. Water (20.0 ml) was added at 60-70° C. Then after water (200 mL) was added, the solid obtained was filtered, washed with water (2×100 mL) and dried to get 8.8 g of product as yellow solid. Product: COC(=O)C1=CC=C(C2=C1C=1C(=NC=CC1O2)Cl)O (Methyl-1-chloro-6-hydroxybenzo[4,5]furo[3,2-c]pyridine-9-carboxylate). As a reaction SMILES: [CH3:1][O:2][C:3]([C:5]1[C:10]2[C:11]3[C:12](O)=[N:13][CH:14]=[CH:15][C:16]=3[O:17][C:9]=2[C:8]([O:19]C2CCCC2)=[CH:7][CH:6]=1)=[O:4].P(Cl)(Cl)([Cl:27])=O>>[CH3:1][O:2][C:3]([C:5]1[C:10]2[C:11]3[C:12]([Cl:27])=[N:13][CH:14]=[CH:15][C:16]=3[O:17][C:9]=2[C:8]([OH:19])=[CH:7][CH:6]=1)=[O:4]. Starting materials: COc1cc(C)ccc1S(N)(=O)=O, CCN=C=NCCCN(C)C, CN(C)c1ccncc1, ClCCl, Cl, Cn1cc(C(C(=O)O)c2ccc3c(c2)OCO3)c2cc(Br)ccc21, COC(=O)C(c1ccc2c(c1)OCO2)c1cn(C)c2ccc(Br)cc12. Yields the product COc1cc(C)ccc1S(=O)(=O)NC(=O)C(c1ccc2c(c1)OCO2)c1cn(C)c2ccc(Br)cc12. Reaction SMILES: [CH3:50][O:51][c:52]1[c:53]([S:59](=[O:60])(=[O:61])[NH2:62])[cH:54][cH:55][c:56]([CH3:58])[cH:57]1.[CH3:64][N:65]([CH3:66])[CH2:67][CH2:68][CH2:69][N:70]=[C:71]=[N:72][CH2:73][CH3:74].[CH3:75][N:76]([CH3:77])[c:78]1[cH:79][cH:80][n:81][cH:82][cH:83]1.[Cl:84][CH2:85][Cl:86].[ClH:63].[O:1]1[CH2:2][O:3][c:4]2[c:5]1[cH:6][cH:7][c:8]([CH:10]([C:11](=[O:12])[OH:13])[c:14]1[cH:15][n:16]([CH3:24])[c:17]3[cH:18][cH:19][c:20]([Br:23])[cH:21][c:22]13)[cH:9]2.[O:25]1[c:26]2[cH:27][cH:28][c:29]([CH:30]([c:31]3[c:32]4[c:33]([cH:34][cH:35][c:36]([Br:37])[cH:38]4)[n:39]([CH3:40])[cH:41]3)[C:42]([O:43][CH3:44])=[O:45])[cH:46][c:47]2[O:48][CH2:49]1>>[O:1]1[CH2:2][O:3][c:4]2[c:5]1[cH:6][cH:7][c:8]([CH:10]([C:11](=[O:12])[NH:62][S:59]([c:53]1[c:52]([O:51][CH3:50])[cH:57][c:56]([CH3:58])[cH:55][cH:54]1)(=[O:60])=[O:61])[c:14]1[cH:15][n:16]([CH3:24])[c:17]3[cH:18][cH:19][c:20]([Br:23])[cH:21][c:22]13)[cH:9]2. Starting materials: COC1=CC=C(C=CC(C)=O)C=C1 (4-methoxybenzylideneacetone), C(C)OC(CC(N)=N)=O (amidinoacetic acid ethyl ester). Run in C(C)O (ethanol), C(C)O (ethanol). The product is C(C)OC(=O)C1=C(NC(=CC1C1=CC=C(C=C1)OC)C)N (2-amino-6-methyl-4-(4-methoxyphenyl)-1,4-dihydropyridine-3-carboxylic acid ethyl ester). The yield is 52.0%. As a reaction SMILES: [CH3:1][O:2][C:3]1[CH:13]=[CH:12][C:6]([CH:7]=[CH:8][C:9](=O)[CH3:10])=[CH:5][CH:4]=1.[CH2:14]([O:16][C:17](=[O:22])[CH2:18][C:19](=[NH:21])[NH2:20])[CH3:15]>C(O)C>[CH2:14]([O:16][C:17]([C:18]1[CH:7]([C:6]2[CH:5]=[CH:4][C:3]([O:2][CH3:1])=[CH:13][CH:12]=2)[CH:8]=[C:9]([CH3:10])[NH:21][C:19]=1[NH2:20])=[O:22])[CH3:15]. Procedure: Heating a solution of 17.5 g of 4-methoxybenzylideneacetone and 13.0 g of amidinoacetic acid ethyl ester in 150 ml of ethanol for 2 hours yields 2-amino-6-methyl-4-(4-methoxyphenyl)-1,4-dihydropyridine-3-carboxylic acid ethyl ester of melting point 160°-161°C (ethanol). Yield: 52 percent theory. The reactants are ClC(=O)OCC1=CC=CC=C1 (benzyl chloroformate), C(C)(C)N(CC)C(C)C (diisopropylethylamine), N,N-dimethylaminopyridine, CN(C)C=O (DMF), NCC(COC(C)C)O (rac-1-amino-3-isopropoxypropan-2-ol). Run in C1CCOC1 (THF). Conditions: time 2.5 hour. The product is OC(CNC(OCC1=CC=CC=C1)=O)COC(C)C (rac-Benzyl (2-hydroxy-3-isopropoxypropyl)carbamate). Reaction SMILES: [NH2:1][CH2:2][CH:3]([OH:9])[CH2:4][O:5][CH:6]([CH3:8])[CH3:7].Cl[C:11]([O:13][CH2:14][C:15]1[CH:20]=[CH:19][CH:18]=[CH:17][CH:16]=1)=[O:12].C(N(C(C)C)CC)(C)C.CN(C=O)C>C1COCC1>[OH:9][CH:3]([CH2:4][O:5][CH:6]([CH3:8])[CH3:7])[CH2:2][NH:1][C:11](=[O:12])[O:13][CH2:14][C:15]1[CH:20]=[CH:19][CH:18]=[CH:17][CH:16]=1. Procedure: 1 g of rac-1-amino-3-isopropoxypropan-2-ol (7.5 mmol, 1 equivalent) were initially charged in 25 ml of THF, and 1.16 ml of benzyl chloroformate (8.3 mmol, 1.1 equivalents), 3.9 ml of diisopropylethylamine (22.5 mmol, 3 equivalents) and 183 mg of N,N-dimethylaminopyridine (1.5 mmol, 0.2 equivalents) were added. The reaction mixture was stirred at RT, and after about 30 min 5 ml of DMF were added. After a further 2.5 h at RT, the mixture was concentrated to dryness. The residue was taken up in eth...